This data is from the Open Reaction Database (ORD), a public repository of structured organic reaction records. The task is: describe an organic reaction: reactants, conditions, products, and yield Starting materials: ClC1=C(OC=C1Cl)C(=O)O (3,4-dichloro-2-furoic acid), [Li+].CC(C)[N-]C(C)C (LDA), P(=O)(OCC)(OCC)Cl (diethyl chlorophosphate). The solvent is C(C)OCC (diethyl ether). The product is C(C)OP(=O)(OCC)C1=C(C(=C(O1)C(=O)O)Cl)Cl (5-diethylphosphono-3,4-dichloro-2-furoic acid). RXN SMILES: [Cl:1][C:2]1[C:6]([Cl:7])=[CH:5][O:4][C:3]=1[C:8]([OH:10])=[O:9].[Li+].CC([N-]C(C)C)C.[P:19](Cl)([O:24][CH2:25][CH3:26])([O:21][CH2:22][CH3:23])=[O:20]>C(OCC)C>[CH2:22]([O:21][P:19]([C:5]1[O:4][C:3]([C:8]([OH:10])=[O:9])=[C:2]([Cl:1])[C:6]=1[Cl:7])([O:24][CH2:25][CH3:26])=[O:20])[CH3:23] |f:1.2|. Reported procedure: A solution of 3,4-dichloro-2-furoic acid (1 mmol) in diethyl ether was treated with LDA (3 mmol) at −78° C. for 30 min and then treated with diethyl chlorophosphate (3.5 mmol) at −78° C. for 1 h. The reaction was quenched and extracted to give 5-diethylphosphono-3,4-dichloro-2-furoic acid as a yellow foam.